Task: describe an organic reaction: reactants, conditions, products, and yield. Dataset: the Open Reaction Database (ORD), a public repository of structured organic reaction records Reactants: Cc1cc(Cl)cnc1CNC1CCN(C(=O)OC(C)(C)C)CC1, CC(C)c1cccnc1C=O, ClCCl. The product is Cc1cc(Cl)cnc1CN(Cc1ncccc1C(C)C)C1CCN(C(=O)OC(C)(C)C)CC1. Reaction SMILES: [C:1]([CH3:2])([CH3:3])([CH3:4])[O:5][C:6](=[O:7])[N:8]1[CH2:9][CH2:10][CH:11]([NH:14][CH2:15][c:16]2[n:17][cH:18][c:19]([Cl:23])[cH:20][c:21]2[CH3:22])[CH2:12][CH2:13]1.[CH:24]([CH3:25])([CH3:26])[c:27]1[c:28]([CH:33]=[O:34])[n:29][cH:30][cH:31][cH:32]1.[Cl:35][CH2:36][Cl:37]>>[C:1]([CH3:2])([CH3:3])([CH3:4])[O:5][C:6](=[O:7])[N:8]1[CH2:9][CH2:10][CH:11]([N:14]([CH2:15][c:16]2[n:17][cH:18][c:19]([Cl:23])[cH:20][c:21]2[CH3:22])[CH2:33][c:28]2[c:27]([CH:24]([CH3:25])[CH3:26])[cH:32][cH:31][cH:30][n:29]2)[CH2:12][CH2:13]1. The reactants are CC(C)(C)OC(=O)NC(Cc1ccccc1)C1CO1, CNC. The product is CN(C)CC(O)C(Cc1ccccc1)NC(=O)OC(C)(C)C. As a reaction SMILES: [C:1]([CH3:2])([CH3:3])([CH3:4])[O:5][C:6]([NH:7][CH:8]([CH2:9][c:10]1[cH:11][cH:12][cH:13][cH:14][cH:15]1)[CH:16]1[O:17][CH2:18]1)=[O:19].[CH3:20][NH:21][CH3:22]>>[C:1]([CH3:2])([CH3:3])([CH3:4])[O:5][C:6]([NH:7][CH:8]([CH2:9][c:10]1[cH:11][cH:12][cH:13][cH:14][cH:15]1)[CH:16]([OH:17])[CH2:18][N:21]([CH3:20])[CH3:22])=[O:19].